This data is from the Open Reaction Database (ORD), a public repository of structured organic reaction records. The task is: describe an organic reaction: reactants, conditions, products, and yield The reactants are BrCCCCBr, O=C([O-])[O-], CC#N, Cl, [K+], [K+], CCC1C(=O)N(C)c2cnc(-n3ccnc3-c3ccccc3)nc2N1N. Product: CCC1C(=O)N(C)c2cnc(-n3ccnc3-c3ccccc3)nc2N1N1CCCC1. As a reaction SMILES: [Br:28][CH2:29][CH2:30][CH2:31][CH2:32][Br:33].[C:34](=[O:35])([O-:36])[O-:37].[CH3:40][C:41]#[N:42].[ClH:1].[K+:38].[K+:39].[NH2:2][N:3]1[CH:4]([CH2:26][CH3:27])[C:5](=[O:25])[N:6]([CH3:24])[c:7]2[cH:8][n:9][c:10](-[n:13]3[c:14](-[c:18]4[cH:19][cH:20][cH:21][cH:22][cH:23]4)[n:15][cH:16][cH:17]3)[n:11][c:12]21>>[N:2]1([N:3]2[CH:4]([CH2:26][CH3:27])[C:5](=[O:25])[N:6]([CH3:24])[c:7]3[cH:8][n:9][c:10](-[n:13]4[c:14](-[c:18]5[cH:19][cH:20][cH:21][cH:22][cH:23]5)[n:15][cH:16][cH:17]4)[n:11][c:12]32)[CH2:29][CH2:30][CH2:31][CH2:32]1. Starting materials: C(C)(C)(C)NS(=O)(=O)C1=C(C=CC=C1)C1=CC2=C(NC(=N2)CCl)C=C1 (N-tert-butyl-2-(2-chloromethyl-1H-benzoimidazol-5-yl)benzenesulfonamide), FC(C=1C=CC(=CC1)O)(F)F (α,α,α-trifluoro-p-cresol), C(=O)([O-])[O-].[Na+].[Na+] (Na2CO3), C(=O)([O-])[O-].[Cs+].[Cs+] (Cs2CO3). Run in CC(=O)C (acetone). Product: C(C)(C)(C)NS(=O)(=O)C1=C(C=CC=C1)C1=CC2=C(NC(=N2)COC2=CC=C(C=C2)C(F)(F)F)C=C1 (N-tert-butyl-2-[2-(4-trifluoromethyl-phenoxymethyl)-1H-benzoimidazol-5-yl]-benzenesulfonamide). The yield is 30.6%. Reaction SMILES: [C:1]([NH:5][S:6]([C:9]1[CH:14]=[CH:13][CH:12]=[CH:11][C:10]=1[C:15]1[CH:25]=[CH:24][C:18]2[NH:19][C:20]([CH2:22]Cl)=[N:21][C:17]=2[CH:16]=1)(=[O:8])=[O:7])([CH3:4])([CH3:3])[CH3:2].[F:26][C:27]([F:36])([F:35])[C:28]1[CH:29]=[CH:30][C:31]([OH:34])=[CH:32][CH:33]=1.C([O-])([O-])=O.[Na+].[Na+].C([O-])([O-])=O.[Cs+].[Cs+]>CC(C)=O>[C:1]([NH:5][S:6]([C:9]1[CH:14]=[CH:13][CH:12]=[CH:11][C:10]=1[C:15]1[CH:25]=[CH:24][C:18]2[NH:19][C:20]([CH2:22][O:34][C:31]3[CH:30]=[CH:29][C:28]([C:27]([F:26])([F:35])[F:36])=[CH:33][CH:32]=3)=[N:21][C:17]=2[CH:16]=1)(=[O:8])=[O:7])([CH3:4])([CH3:3])[CH3:2] |f:2.3.4,5.6.7|. Procedure details: A mixture of N-tert-butyl-2-(2-chloromethyl-1H-benzoimidazol-5-yl)benzenesulfonamide (100 mg, 0.26 mmol), α,α,α-trifluoro-p-cresol (43.0 mg, 0.26 mmol), Na2CO3 (28.1 mg, 0.26 mmol), Cs2CO3 (86.5 mg, 0.26 mmol), and catalytic KI (1.5 mg, 0.009 mmol) in acetone (2 mL) was refluxed for 12 h. The reaction mixture was concentrated under reduced pressure, and the residue was purified by chromatography (silica, EtOAc: hexanes, 1:1) to afford the title compound as an off-white solid (40.1 mg, 30% yield)... Starting materials: O=C([O-])[O-], CI, CC(C)=O, COC(=O)c1c(O)cc(C(F)(F)F)nc1C(F)(F)F, [K+], [K+]. Yields the product COC(=O)c1c(OC)cc(C(F)(F)F)nc1C(F)(F)F. As a reaction SMILES: [C:3](=[O:4])([O-:5])[O-:6].[CH3:1][I:2].[CH3:28][C:29](=[O:30])[CH3:31].[F:9][C:10]([c:11]1[n:12][c:13]([C:22]([F:23])([F:24])[F:25])[cH:14][c:15]([OH:21])[c:16]1[C:17](=[O:18])[O:19][CH3:20])([F:26])[F:27].[K+:7].[K+:8]>>[CH3:3][O:21][c:15]1[cH:14][c:13]([C:22]([F:23])([F:24])[F:25])[n:12][c:11]([C:10]([F:9])([F:26])[F:27])[c:16]1[C:17](=[O:18])[O:19][CH3:20]. Starting materials: CN(C)C(=O)Oc1cccc(NC(=O)C2(C)CCNCC2)c1, CCN(C(C)C)C(C)C, CC(C)O, Cc1c[nH]c2ncnc(Cl)c12. Yields the product Cc1c[nH]c2ncnc(N3CCC(C)(C(=O)Nc4cccc(OC(=O)N(C)C)c4)CC3)c12. RXN SMILES: [CH3:1][N:2]([C:3]([O:4][c:5]1[cH:6][c:7]([NH:11][C:12](=[O:13])[C:14]2([CH3:20])[CH2:15][CH2:16][NH:17][CH2:18][CH2:19]2)[cH:8][cH:9][cH:10]1)=[O:21])[CH3:22].[CH:34]([N:35]([CH2:36][CH3:37])[CH:38]([CH3:39])[CH3:40])([CH3:41])[CH3:42].[CH:43]([OH:44])([CH3:45])[CH3:46].[Cl:23][c:24]1[c:25]2[c:26]([n:27][cH:28][n:29]1)[nH:30][cH:31][c:32]2[CH3:33]>>[CH3:1][N:2]([C:3]([O:4][c:5]1[cH:6][c:7]([NH:11][C:12](=[O:13])[C:14]2([CH3:20])[CH2:15][CH2:16][N:17]([c:24]3[c:25]4[c:26]([n:27][cH:28][n:29]3)[nH:30][cH:31][c:32]4[CH3:33])[CH2:18][CH2:19]2)[cH:8][cH:9][cH:10]1)=[O:21])[CH3:22]. Run in CN(C=O)C (dimethylformamide), C(C)N(CC)CC (triethylamine), O (water). Product: C(C)OC(C=CC(NCC1=C2NC(C(NC2=CC(=C1)Br)=O)=O)=O)=O (3-[(7-Bromo-2,3-dioxo-1,2,3,4-tetrahydroquinoxalin-5-ylmethyl)-carbamoyl]-acrylic acid ethyl ester). Run at time 15 minute. As a reaction SMILES: Cl.[NH2:2][CH2:3][C:4]1[CH:13]=[C:12]([Br:14])[CH:11]=[C:10]2[C:5]=1[NH:6][C:7](=[O:16])[C:8](=[O:15])[NH:9]2.[CH2:17]([O:19][C:20](=[O:26])/[CH:21]=[CH:22]/[C:23](O)=[O:24])[CH3:18].Cl.CN(C)CCCN=C=NCC.ON1C2C=CC=CC=2N=N1.Cl>CN(C)C=O.O.C(N(CC)CC)C>[CH2:17]([O:19][C:20](=[O:26])[CH:21]=[CH:22][C:23](=[O:24])[NH:2][CH2:3][C:4]1[CH:13]=[C:12]([Br:14])[CH:11]=[C:10]2[C:5]=1[NH:6][C:7](=[O:16])[C:8](=[O:15])[NH:9]2)[CH3:18] |f:0.1,3.4|. Starting materials: Cl.NCC1=C2NC(C(NC2=CC(=C1)Br)=O)=O (5-aminomethyl-7-bromo-2,3-dioxo-1,2,3,4-tetrahydroquinoxaline hydrochloride), C(C)OC(\C=C\C(=O)O)=O (fumaric acid monoethyl ester), Cl.CN(CCCN=C=NCC)C (N-(3-dimethylaminopropyl)-N'-ethyl-carbodiimide hydrochloride), ON1N=NC2=C1C=CC=C2 (1-hydroxy-benzotriazole), Cl (hydrochloric acid). Procedure: 351 mg (1 mmol) of 5-aminomethyl-7-bromo-2,3-dioxo-1,2,3,4-tetrahydroquinoxaline hydrochloride, (Example 2) 217 mg (1.5 equiv.) of fumaric acid monoethyl ester, 0.210 ml of triethylamine, 383 mg (2 equiv.) of N-(3-dimethylaminopropyl)-N'-ethyl-carbodiimide hydrochloride and 270 mg (2 equiv.) of 1-hydroxy-benzotriazole are stirred at 20° C. in dried dimethylformamide for 18 hours. The mixture is poured into 700 ml of water and 3 ml of 1 N hydrochloric acid and stirred for 15 minutes. The solid is... Starting materials: CO, NC(=O)C1CN(Cc2ccccc2)CCN1CCCC(c1ccc(F)cc1)c1ccc(F)cc1, [H][H]. Yields the product NC(=O)C1CNCCN1CCCC(c1ccc(F)cc1)c1ccc(F)cc1. RXN SMILES: [CH3:37][OH:38].[F:1][c:2]1[cH:3][cH:4][c:5]([CH:8]([CH2:9][CH2:10][CH2:11][N:12]2[CH:13]([C:25](=[O:26])[NH2:27])[CH2:14][N:15]([CH2:18][c:19]3[cH:20][cH:21][cH:22][cH:23][cH:24]3)[CH2:16][CH2:17]2)[c:28]2[cH:29][cH:30][c:31]([F:34])[cH:32][cH:33]2)[cH:6][cH:7]1.[H:35][H:36]>>[F:1][c:2]1[cH:3][cH:4][c:5]([CH:8]([CH2:9][CH2:10][CH2:11][N:12]2[CH:13]([C:25](=[O:26])[NH2:27])[CH2:14][NH:15][CH2:16][CH2:17]2)[c:28]2[cH:29][cH:30][c:31]([F:34])[cH:32][cH:33]2)[cH:6][cH:7]1.